From a dataset of the Open Reaction Database (ORD), a public repository of structured organic reaction records. describe an organic reaction: reactants, conditions, products, and yield The reactants are CN(C(=O)C=1N(C2=CC(=CC=C2C(C1CNC(=O)C=1C=NC(=CC1)Cl)=O)Cl)C1=CC=CC=C1)C (7-chloro-3-{[(6-chloro-pyridine-3-carbonyl)-amino]-methyl}-4-oxo-1-phenyl-1,4-dihydro-quinoline-2-carboxylic acid dimethylamide), N1CCC(CC1)CCO (2-(piperidin-4-yl)ethanol). The product is ClC1=CC=C2C(C(=C(N(C2=C1)C1=CC=CC=C1)C(N(C)C)=O)CNC(=O)C=1C=CC(=NC1)N1CCC(CC1)CCO)=O (4-(2-Hydroxy-ethyl)-3,4,5,6-tetrahydro-2H-[1,2]bipyridinyl-5′-carboxylic acid (7-chloro 2-dimethylcarbamoyl-4-oxo-1-phenyl-1,4-dihydro-quinolin-3-ylmethyl)-amide). RXN SMILES: [CH3:1][N:2]([CH3:34])[C:3]([C:5]1[N:6]([C:28]2[CH:33]=[CH:32][CH:31]=[CH:30][CH:29]=2)[C:7]2[C:12]([C:13](=[O:26])[C:14]=1[CH2:15][NH:16][C:17]([C:19]1[CH:20]=[N:21][C:22](Cl)=[CH:23][CH:24]=1)=[O:18])=[CH:11][CH:10]=[C:9]([Cl:27])[CH:8]=2)=[O:4].[NH:35]1[CH2:40][CH2:39][CH:38]([CH2:41][CH2:42][OH:43])[CH2:37][CH2:36]1>>[Cl:27][C:9]1[CH:8]=[C:7]2[C:12]([C:13](=[O:26])[C:14]([CH2:15][NH:16][C:17]([C:19]3[CH:24]=[CH:23][C:22]([N:35]4[CH2:40][CH2:39][CH:38]([CH2:41][CH2:42][OH:43])[CH2:37][CH2:36]4)=[N:21][CH:20]=3)=[O:18])=[C:5]([C:3](=[O:4])[N:2]([CH3:34])[CH3:1])[N:6]2[C:28]2[CH:33]=[CH:32][CH:31]=[CH:30][CH:29]=2)=[CH:11][CH:10]=1. Procedure: 4-(2-Hydroxy-ethyl)-3,4,5,6-tetrahydro-2H-[1,2]bipyridinyl-5′-carboxylic acid (7-chloro 2-dimethylcarbamoyl-4-oxo-1-phenyl-1,4-dihydro-quinolin-3-ylmethyl)-amide was prepared according to the procedure described for example 3-11, starting from the intermediate 7-chloro-3-{[(6-chloro-pyridine-3-carbonyl)-amino]-methyl}-4-oxo-1-phenyl-1,4-dihydro-quinoline-2-carboxylic acid dimethylamide and 2-(piperidin-4-yl)ethanol. MS calcd. for C32H34ClN5O4 [(M+H)+] 588.2, obsd. 588.3.